From a dataset of the Open Reaction Database (ORD), a public repository of structured organic reaction records. describe an organic reaction: reactants, conditions, products, and yield The product is CC(=O)NNc1nnc(-c2ccccc2)c(C)n1. Reaction SMILES: [CH2:23]([Cl:24])[Cl:25].[CH3:1][C:2]([O:3][C:5]([CH3:6])=[O:7])=[O:4].[NH:8]([NH2:9])[c:10]1[n:11][n:12][c:13](-[c:17]2[cH:18][cH:19][cH:20][cH:21][cH:22]2)[c:14]([CH3:16])[n:15]1>>[C:5]([CH3:6])(=[O:7])[NH:9][NH:8][c:10]1[n:11][n:12][c:13](-[c:17]2[cH:18][cH:19][cH:20][cH:21][cH:22]2)[c:14]([CH3:16])[n:15]1. Starting materials: ClCCl, CC(=O)OC(C)=O, Cc1nc(NN)nnc1-c1ccccc1. Reactants: CO[C@H]1[C@@H]2[C@H](NC1)[C@H](CO2)O ((3R,3aR,6R,6aS)-6-methoxyhexahydro-2H-furo[3,2-b]pyrrol-3-ol), C1=CC=CC=2C3=CC=CC=C3C(C12)COC(=O)Cl (9-fluorenylmethoxycarbonyl chloride), C([O-])([O-])=O.[Na+].[Na+] (sodium carbonate). The solvent is O1CCOCC1 (1,4-dioxane), O (water), O1CCOCC1 (1,4-dioxane), O (water). Conditions: time 1.5 hour. The product is CO[C@H]1[C@@H]2[C@H](N(C1)C(=O)OCC1C3=CC=CC=C3C=3C=CC=CC13)C(CO2)=O ((3aS,6R,6aS)-(9H-Fluoren-9-yl)methyl 6-methoxy-3-oxotetrahydro-2H-furo[3,2-b]pyrrole-4(5H)-carboxylate). RXN SMILES: C(=O)([O-])[O-].[Na+].[Na+].[CH3:7][O:8][C@@H:9]1[CH2:13][NH:12][C@@H:11]2[C@@H:14]([OH:17])[CH2:15][O:16][C@H:10]12.[CH:18]1[C:30]2[CH:29]([CH2:31][O:32][C:33](Cl)=[O:34])[C:28]3[C:23](=[CH:24][CH:25]=[CH:26][CH:27]=3)[C:22]=2[CH:21]=[CH:20][CH:19]=1>O.O1CCOCC1>[CH3:7][O:8][C@@H:9]1[CH2:13][N:12]([C:33]([O:32][CH2:31][CH:29]2[C:28]3[CH:27]=[CH:26][CH:25]=[CH:24][C:23]=3[C:22]3[C:30]2=[CH:18][CH:19]=[CH:20][CH:21]=3)=[O:34])[C@@H:11]2[C:14](=[O:17])[CH2:15][O:16][C@H:10]12 |f:0.1.2|. Reported procedure: A solution of sodium carbonate (459 mg, 4.33 mmol) in water (20 mL) was added whilst stirring to a solution of (3R,3aR,6R,6aS)-6-methoxyhexahydro-2H-furo[3,2-b]pyrrol-3-ol in 1,4-dioxane (20 mL). A solution of 9-fluorenylmethoxycarbonyl chloride (614 mg, 2.37 mmol) in 1,4-dioxane (3 mL) was added then the mixture stirred for 1.5 hours then water (30 mL) was added and the product extracted into dichloromethane (3×50 mL). The organic layer was washed with brine (70 mL), then dried (Na2SO4), filter... The reactants are C(C)(C)(C)OC(=O)N1CCC(CC1)C1CC=2C(=CN=C(C2)Cl)O1 (4-(5-chloro-2,3-dihydro-furo[2,3-c]pyridin-2-yl)-piperidine-1-carboxylic acid tert-butyl ester), CC1(OB(OC1(C)C)C1=CC(=NC=C1)C#N)C (4-(4,4,5,5-tetramethyl-[1,3,2]dioxaborolan-2-yl)-pyridine-2-carbonitrile). Yields the product C(C)(C)(C)OC(=O)N1CCC(CC1)C1CC=2C(=CN=C(C2)C2=CC(=NC=C2)C#N)O1 (4-[5-(2-Cyano-pyridin-4-yl)-2,3-dihydro-furo[2,3-c]pyridin-2-yl]-piperidine-1-carboxylic acid tert-butyl ester). RXN SMILES: [C:1]([O:5][C:6]([N:8]1[CH2:13][CH2:12][CH:11]([CH:14]2[O:23][C:17]3=[CH:18][N:19]=[C:20](Cl)[CH:21]=[C:16]3[CH2:15]2)[CH2:10][CH2:9]1)=[O:7])([CH3:4])([CH3:3])[CH3:2].CC1(C)C(C)(C)OB([C:32]2[CH:37]=[CH:36][N:35]=[C:34]([C:38]#[N:39])[CH:33]=2)O1>>[C:1]([O:5][C:6]([N:8]1[CH2:13][CH2:12][CH:11]([CH:14]2[O:23][C:17]3=[CH:18][N:19]=[C:20]([C:32]4[CH:37]=[CH:36][N:35]=[C:34]([C:38]#[N:39])[CH:33]=4)[CH:21]=[C:16]3[CH2:15]2)[CH2:10][CH2:9]1)=[O:7])([CH3:4])([CH3:3])[CH3:2]. Reported procedure: The title compound is prepared from 4-(5-chloro-2,3-dihydro-furo[2,3-c]pyridin-2-yl)-piperidine-1-carboxylic acid tert-butyl ester and 4-(4,4,5,5-tetramethyl-[1,3,2]dioxaborolan-2-yl)-pyridine-2-carbonitrile following a procedure analogous to that described in Example 28. LC (method 10): tR=1.73 min; Mass spectrum (ESI+): m/z=407 [M+H]+. Starting materials: CC(C)(C)c1ccc(CN=C=S)cc1, Cn1cccc1CN, CCOC(C)=O. The product is Cn1cccc1CNC(=S)NCc1ccc(C(C)(C)C)cc1. RXN SMILES: [C:9]([CH3:10])([CH3:11])([CH3:12])[c:13]1[cH:14][cH:15][c:16]([CH2:17][N:18]=[C:19]=[S:20])[cH:21][cH:22]1.[CH3:1][n:2]1[c:3]([CH2:7][NH2:8])[cH:4][cH:5][cH:6]1.[CH3:23][CH2:24][O:25][C:26](=[O:27])[CH3:28]>>[CH3:1][n:2]1[c:3]([CH2:7][NH:8][C:19]([NH:18][CH2:17][c:16]2[cH:15][cH:14][c:13]([C:9]([CH3:10])([CH3:11])[CH3:12])[cH:22][cH:21]2)=[S:20])[cH:4][cH:5][cH:6]1. Starting materials: C1(CCCCC1)C[C@@H](C(=O)O)N1C(C2=CC=CC(=C2C1)F)=O ((S)-3-cyclohexyl-2-(4-fluoro-1-oxo-1,3-dihydro-isoindol-2-yl)-propionic acid), COCCN1N=C(C=C1)N (1-(2-methoxy-ethyl)-1H-pyrazol-3-ylamine), N1=C(C=CC=C1C)C (2,6-lutidine), C(C(=O)Cl)(=O)Cl (oxalyl chloride). Reagents/catalysts: CN(C=O)C (N,N-dimethylformamide). Run in C(Cl)Cl (methylene chloride), C(Cl)Cl (methylene chloride). Reaction conditions: temperature 0 celsius, time 15 minute. Yields the product C1(CCCCC1)C[C@@H](C(=O)NC1=NN(C=C1)CCOC)N1C(C2=CC=CC(=C2C1)F)=O ((S)-3-cyclohexyl-2-(4-fluoro-1-oxo-1,3-dihydro-isoindol-2-yl)-N-[1-(2-methoxy-ethyl)-1H-pyrazol-3-yl]-propionamide). Yield: 43.0%. RXN SMILES: [CH:1]1([CH2:7][C@H:8]([N:12]2[CH2:20][C:19]3[C:14](=[CH:15][CH:16]=[CH:17][C:18]=3[F:21])[C:13]2=[O:22])[C:9]([OH:11])=O)[CH2:6][CH2:5][CH2:4][CH2:3][CH2:2]1.C(Cl)(=O)C(Cl)=O.[CH3:29][O:30][CH2:31][CH2:32][N:33]1[CH:37]=[CH:36][C:35]([NH2:38])=[N:34]1.N1C(C)=CC=CC=1C>C(Cl)Cl.CN(C)C=O>[CH:1]1([CH2:7][C@H:8]([N:12]2[CH2:20][C:19]3[C:14](=[CH:15][CH:16]=[CH:17][C:18]=3[F:21])[C:13]2=[O:22])[C:9]([NH:38][C:35]2[CH:36]=[CH:37][N:33]([CH2:32][CH2:31][O:30][CH3:29])[N:34]=2)=[O:11])[CH2:2][CH2:3][CH2:4][CH2:5][CH2:6]1. Procedure details: A solution of (S)-3-cyclohexyl-2-(4-fluoro-1-oxo-1,3-dihydro-isoindol-2-yl)-propionic acid (230 mg, 0.75 mmol) in methylene chloride (10 mL) was treated with N,N-dimethylformamide (1 drop) and cooled to 0° C. It was then treated with a solution of oxalyl chloride (2.0 M in methylene chloride, 452 μL, 0.91 mmol) and stirred for 15 min at 0° C. and then warmed to room temperature and stirred for 30 min. After this time, the reaction mixture was concentrated in vacuo to about 1 mL and then methylen...